From a dataset of the Open Reaction Database (ORD), a public repository of structured organic reaction records. describe an organic reaction: reactants, conditions, products, and yield Reactants: BrCc1ccccc1, Cc1[nH]c2ccc(OCCCl)cc2c1C(=O)OCc1ccccc1, [H-], [Na+], CN(C)C=O, O. The product is Cc1c(C(=O)OCc2ccccc2)c2cc(OCCCl)ccc2n1Cc1ccccc1. As a reaction SMILES: [Br:27][CH2:28][c:29]1[cH:30][cH:31][cH:32][cH:33][cH:34]1.[CH2:3]([c:4]1[cH:5][cH:6][cH:7][cH:8][cH:9]1)[O:10][C:11](=[O:12])[c:13]1[c:14]([CH3:26])[nH:15][c:16]2[cH:17][cH:18][c:19]([O:22][CH2:23][CH2:24][Cl:25])[cH:20][c:21]12.[H-:2].[Na+:1].[O:36]=[CH:37][N:38]([CH3:39])[CH3:40].[OH2:35]>>[CH2:3]([c:4]1[cH:5][cH:6][cH:7][cH:8][cH:9]1)[O:10][C:11](=[O:12])[c:13]1[c:14]([CH3:26])[n:15]([CH2:28][c:29]2[cH:30][cH:31][cH:32][cH:33][cH:34]2)[c:16]2[cH:17][cH:18][c:19]([O:22][CH2:23][CH2:24][Cl:25])[cH:20][c:21]12. Starting materials: C(C)[Mg]Br (ethylmagnesium bromide), C(C)OC(C(C(=O)OCC)=CC=1C=NC(=CC1)NC(=O)OC(C)(C)C)=O (2-(6tert-butoxycarbonylamino-pyridin-3-ylmethylene)-malonic acid diethyl ester), [Cl-].[NH4+] (ammonium chloride). Reagents/catalysts: [Cu](I)I (copper iodide). Run in C(C)OCC (diethyl ether), O1CCCC1 (tetrahydrofurane), O1CCCC1 (tetrahydrofurane), N (ammonia). Run at temperature -78 celsius, time 5 minute. Yields the product C(C)OC(C(C(=O)OCC)C(CC)C=1C=NC(=CC1)NC(=O)OC(C)(C)C)=O (2-[1-(6-tert-butoxycarbonylamino-pyridin-3-yl)-propyl]-malonic acid diethyl ester). Isolated yield 54.6%. Reaction SMILES: [CH2:1]([Mg]Br)[CH3:2].[CH2:5]([O:7][C:8](=[O:30])[C:9](=[CH:15][C:16]1[CH:17]=[N:18][C:19]([NH:22][C:23]([O:25][C:26]([CH3:29])([CH3:28])[CH3:27])=[O:24])=[CH:20][CH:21]=1)[C:10]([O:12][CH2:13][CH3:14])=[O:11])[CH3:6].[Cl-].[NH4+]>C(OCC)C.O1CCCC1.N.[Cu](I)I>[CH2:13]([O:12][C:10](=[O:11])[CH:9]([CH:15]([C:16]1[CH:17]=[N:18][C:19]([NH:22][C:23]([O:25][C:26]([CH3:28])([CH3:27])[CH3:29])=[O:24])=[CH:20][CH:21]=1)[CH2:1][CH3:2])[C:8]([O:7][CH2:5][CH3:6])=[O:30])[CH3:14] |f:2.3|. Procedure details: To a stirred suspension of copper iodide (5.71 g, 30 mmol) in diethyl ether (120 mL) under argon was added ethylmagnesium bromide (3 M solution in diethyl ether, 20 mL, 20 mmol) within 10 min at 0° C. After 5 min stirring the mixture was cooled to −78° C. and a solution of 2-(6tert-butoxycarbonylamino-pyridin-3-ylmethylene)-malonic acid diethyl ester (5.47 g, 15.0 mmol) in tetrahydrofurane (60 mL) was added dropwise with in 0.5 h. During this period tetrahydrofurane (40 mL) was added. The mixtur... Reagents/catalysts: CN(C1=CC=NC=C1)C (4-dimethylaminopyridine). Solvent: C(Cl)Cl (CH2Cl2), C(Cl)Cl (CH2Cl2). Conditions: temperature 0 celsius, time 3 hour. Reported procedure: A mixture of 1,3-dimethylbarbituric acid (5 g, 32.02 mmol), 4-dimethylaminopyridine (4.74 g, 38.79 mmol) in dry CH2Cl2 (75 ml) was cooled to 0° C. and benzoyl chloride (4.95 g, 35.22 mmol) added dropwise in 15 min. The reaction mixture was stirred for 3 h at room temperature, diluted with CH2Cl2 (150 ml) and washed with 2 N HCl solution (40 ml). The organic phase was dried over MgSO4 and evaporated. The residue was crystallised from diisopropylether then recrystallised from MeOH, giving 5-benzoy... The product is C(C1=CC=CC=C1)(=O)C1C(N(C(N(C1=O)C)=O)C)=O (5-Benzoyl-1,3-Dimethyl-2,4,6(1H,3H,5H)-Pyrimidinetrione). Isolated yield 63.8%. Reaction SMILES: [CH3:1][N:2]1[C:9](=[O:10])[CH2:8][C:6](=[O:7])[N:5]([CH3:11])[C:3]1=[O:4].[C:12](Cl)(=[O:19])[C:13]1[CH:18]=[CH:17][CH:16]=[CH:15][CH:14]=1>CN(C)C1C=CN=CC=1.C(Cl)Cl>[C:12]([CH:8]1[C:9](=[O:10])[N:2]([CH3:1])[C:3](=[O:4])[N:5]([CH3:11])[C:6]1=[O:7])(=[O:19])[C:13]1[CH:18]=[CH:17][CH:16]=[CH:15][CH:14]=1. Reactants: CN1C(=O)N(C(=O)CC1=O)C (1,3-dimethylbarbituric acid), C(C1=CC=CC=C1)(=O)Cl (benzoyl chloride). The reactants are C(C)(C)(C)OC(=O)NC(=NC(=O)OC(C)(C)C)N[C@H]1[C@H](CCCC1)NC1=NC(=NC2=CC=C(C=C12)C)C(=O)O (4-{[(1S,2R)-2-({[(tert-butoxycarbonyl)amino][(tert-butoxycarbonyl)imino]methyl}amino)cyclohexyl]amino}-6-methylquinazoline-2-carboxylic acid), COC1=CC=C(N)C=C1 (4-methoxyaniline), Cl.CN(CCCN=C=NCC)C (1-(3-dimethylaminopropyl)-3-ethylcarbodiimide hydrochloride), ON1N=NC2=C1C=CC=C2 (1-hydroxybenzotriazole). Run in CN(C)C=O (N,N′-dimethylformamide), C(C)N(CC)CC (triethylamine), O (water). Run at time 24 hour. Product: C(C)(C)(C)OC(=O)NC(=NC(=O)OC(C)(C)C)N[C@H]1[C@H](CCCC1)NC1=NC(=NC2=CC=C(C=C12)C)C(=O)NC1=CC=C(C=C1)OC (4-{[(1S,2R)-2-({(tert-butoxycarbonyl)amino[(tert-butoxycarbonyl)imino]methyl}amino)cyclohexyl]amino}-N-(4-methoxyphenyl)-6-methylquinazoline-2-carboxamide). Isolated yield 85.4%. RXN SMILES: [C:1]([O:5][C:6]([NH:8][C:9]([NH:18][C@@H:19]1[CH2:24][CH2:23][CH2:22][CH2:21][C@@H:20]1[NH:25][C:26]1[C:35]2[C:30](=[CH:31][CH:32]=[C:33]([CH3:36])[CH:34]=2)[N:29]=[C:28]([C:37](O)=[O:38])[N:27]=1)=[N:10][C:11]([O:13][C:14]([CH3:17])([CH3:16])[CH3:15])=[O:12])=[O:7])([CH3:4])([CH3:3])[CH3:2].[CH3:40][O:41][C:42]1[CH:48]=[CH:47][C:45]([NH2:46])=[CH:44][CH:43]=1.Cl.CN(C)CCCN=C=NCC.ON1C2C=CC=CC=2N=N1>CN(C=O)C.C(N(CC)CC)C.O>[C:1]([O:5][C:6]([NH:8][C:9]([NH:18][C@@H:19]1[CH2:24][CH2:23][CH2:22][CH2:21][C@@H:20]1[NH:25][C:26]1[C:35]2[C:30](=[CH:31][CH:32]=[C:33]([CH3:36])[CH:34]=2)[N:29]=[C:28]([C:37]([NH:46][C:45]2[CH:47]=[CH:48][C:42]([O:41][CH3:40])=[CH:43][CH:44]=2)=[O:38])[N:27]=1)=[N:10][C:11]([O:13][C:14]([CH3:15])([CH3:16])[CH3:17])=[O:12])=[O:7])([CH3:2])([CH3:4])[CH3:3] |f:2.3|. Procedure details: To a solution of 2.04 g of 4-{[(1S,2R)-2-({[(tert-butoxycarbonyl)amino][(tert-butoxycarbonyl)imino]methyl}amino)cyclohexyl]amino}-6-methylquinazoline-2-carboxylic acid, 694 mg of 4-methoxyaniline, 1.08 g of 1-(3-dimethylaminopropyl)-3-ethylcarbodiimide hydrochloride and 762 mg of 1-hydroxybenzotriazole in 40 ml of N,N′-dimethylformamide, 1.57 ml of triethylamine was added, and then the mixture was stirred at room temperature for 24 hours. The reaction solution was mixed with water and then extra... Starting materials: OC1=C(C=CC=C1)C(CS(=O)C)=O (2'-hydroxy-2-(methylsulfinyl)acetophenone), N (ammonia), N (ammonia). Product: N=C(CS(=O)C)C1=C(C=CC=C1)O (2-[1-Imino-2-(methylsulfinyl)ethyl]phenol). Yield: 79.0%. RXN SMILES: [OH:1][C:2]1[CH:7]=[CH:6][CH:5]=[CH:4][C:3]=1[C:8](=O)[CH2:9][S:10]([CH3:12])=[O:11].[NH3:14]>>[NH:14]=[C:8]([C:3]1[CH:4]=[CH:5][CH:6]=[CH:7][C:2]=1[OH:1])[CH2:9][S:10]([CH3:12])=[O:11]. Reported procedure: A solution of 2'-hydroxy-2-(methylsulfinyl)acetophenone (23.5 g, 0.12 mole) in liquid ammonia (450 ml) was stirred at -33° for 9 hrs. The ammonia was allowed to evaporate. The residue was recrystallized from methanol to give yellow crystals (18.5 g, 79%), mp 194°-195°. The reactants are Cl.O[C@@H]1[C@H](CNC1)NC(=O)C=1SC(=CC1)Cl (5-chloro-thiophene-2-carboxylic acid ((3S,4S)-4-hydroxy-pyrrolidin-3-yl)-amide hydrochloride), C(C)OC(CBr)=O (bromoacetic acid ethylester). Product: C(C)OC(CN1C[C@@H]([C@H](C1)O)NC(=O)C=1SC(=CC1)Cl)=O ({(3S,4S)-3-[(5-chloro-thiophene-2-carbonyl)-amino]-4-hydroxy-pyrrolidin-1-yl}-acetic acid ethyl ester). As a reaction SMILES: Cl.[OH:2][C@H:3]1[CH2:7][NH:6][CH2:5][C@@H:4]1[NH:8][C:9]([C:11]1[S:12][C:13]([Cl:16])=[CH:14][CH:15]=1)=[O:10].[CH2:17]([O:19][C:20](=[O:23])[CH2:21]Br)[CH3:18]>>[CH2:17]([O:19][C:20](=[O:23])[CH2:21][N:6]1[CH2:7][C@H:3]([OH:2])[C@@H:4]([NH:8][C:9]([C:11]2[S:12][C:13]([Cl:16])=[CH:14][CH:15]=2)=[O:10])[CH2:5]1)[CH3:18] |f:0.1|. Reported procedure: 39.1 Using general procedure A 5-chloro-thiophene-2-carboxylic acid ((3S,4S)-4-hydroxy-pyrrolidin-3-yl)-amide hydrochloride (example 22.5) was reacted with bromoacetic acid ethylester to give {(3S,4S)-3-[(5-chloro-thiophene-2-carbonyl)-amino]-4-hydroxy-pyrrolidin-1-yl}-acetic acid ethyl ester. Light yellow solid. MS 333.3 ([M+H]+) The reactants are CC(C)(C)C(=O)Cl, Cc1cc2c(cnn2-c2ccc(F)cc2)cc1OC(c1ccccc1)C(C)N. The product is Cc1cc2c(cnn2-c2ccc(F)cc2)cc1OC(c1ccccc1)C(C)NC(=O)C(C)(C)C. As a reaction SMILES: [C:29]([C:30]([CH3:31])([CH3:32])[CH3:33])(=[O:34])[Cl:35].[F:1][c:2]1[cH:3][cH:4][c:5](-[n:8]2[n:9][cH:10][c:11]3[cH:12][c:13]([O:18][CH:19]([CH:20]([CH3:21])[NH2:22])[c:23]4[cH:24][cH:25][cH:26][cH:27][cH:28]4)[c:14]([CH3:17])[cH:15][c:16]23)[cH:6][cH:7]1>>[F:1][c:2]1[cH:3][cH:4][c:5](-[n:8]2[n:9][cH:10][c:11]3[cH:12][c:13]([O:18][CH:19]([CH:20]([CH3:21])[NH:22][C:29]([C:30]([CH3:31])([CH3:32])[CH3:33])=[O:34])[c:23]4[cH:24][cH:25][cH:26][cH:27][cH:28]4)[c:14]([CH3:17])[cH:15][c:16]23)[cH:6][cH:7]1. Reactants: Cc1nc2ccccc2n1-c1nc(N2CCOCC2)c2sc(C=O)cc2n1, Fc1ccc2c(c1)CCNC2. Yields the product Cc1nc2ccccc2n1-c1nc(N2CCOCC2)c2sc(CN3CCc4cc(F)ccc4C3)cc2n1. As a reaction SMILES: [CH3:1][c:2]1[n:3][c:4]2[c:5]([n:6]1-[c:7]1[n:8][c:9]([N:18]3[CH2:19][CH2:20][O:21][CH2:22][CH2:23]3)[c:10]3[c:11]([n:12]1)[cH:13][c:14]([CH:16]=[O:17])[s:15]3)[cH:24][cH:25][cH:26][cH:27]2.[F:28][c:29]1[cH:30][c:31]2[c:36]([cH:37][cH:38]1)[CH2:35][NH:34][CH2:33][CH2:32]2>>[CH3:1][c:2]1[n:3][c:4]2[c:5]([n:6]1-[c:7]1[n:8][c:9]([N:18]3[CH2:19][CH2:20][O:21][CH2:22][CH2:23]3)[c:10]3[c:11]([n:12]1)[cH:13][c:14]([CH2:16][N:34]1[CH2:33][CH2:32][c:31]4[cH:30][c:29]([F:28])[cH:38][cH:37][c:36]4[CH2:35]1)[s:15]3)[cH:24][cH:25][cH:26][cH:27]2. RXN SMILES: [H-].[Na+].[CH3:3][N:4]1[C:10]2[CH:11]=[CH:12][CH:13]=[CH:14][C:9]=2[NH:8][C:7]2=[CH:15][S:16][CH:17]=[C:6]2[C:5]1=[O:18].[CH2:19](Br)[C:20]1[CH:25]=[CH:24][CH:23]=[CH:22][CH:21]=1>CN(C)C=O>[CH2:19]([N:8]1[C:9]2[CH:14]=[CH:13][CH:12]=[CH:11][C:10]=2[N:4]([CH3:3])[C:5](=[O:18])[C:6]2=[CH:17][S:16][CH:15]=[C:7]12)[C:20]1[CH:25]=[CH:24][CH:23]=[CH:22][CH:21]=1 |f:0.1|. Conditions: time 3.5 hour. Product: C(C1=CC=CC=C1)N1C=2C(C(N(C3=C1C=CC=C3)C)=O)=CSC2 (4-Benzyl-4,9-dihydro-9-methyl-10H-thieno[3,4-b][1,5]benzodiazepin-10-one). Solvent: CN(C=O)C (dimethylformamide). Procedure: To a stirred solution of 0.18 g. of 57% sodium hydride-mineral oil dispersion in 25 ml. of dimethylformamide is added 0.92 g. of 4,9-dihydro-9-methyl-10H-thieno[3,4-b][1,5]-benzodiazepin-10-one and 0.8 ml. of benzyl bromide. The mixture is stirred at room temperature for 3.5 hours, quenched by dropwise addition of water, diluted with 200 ml. of water and extracted several times with chloroform. The chloroform extracts are dried over magnesium sulfate and concentrated under reduced pressure to gi... Starting materials: [H-].[Na+] (sodium hydride), CN1C(C=2C(NC3=C1C=CC=C3)=CSC2)=O (4,9-dihydro-9-methyl-10H-thieno[3,4-b][1,5]-benzodiazepin-10-one), C(C1=CC=CC=C1)Br (benzyl bromide).